This data is from the Open Reaction Database (ORD), a public repository of structured organic reaction records. The task is: describe an organic reaction: reactants, conditions, products, and yield Reactants: ClC(Cl)Cl, Fc1ccc(S)cc1, C#CC(=Nc1ccccc1)SCC1CCCCC1. Product: Fc1ccc(SC=CC(=Nc2ccccc2)SCC2CCCCC2)cc1. RXN SMILES: [CH:27]([Cl:28])([Cl:29])[Cl:30].[F:19][c:20]1[cH:21][cH:22][c:23]([SH:26])[cH:24][cH:25]1.[c:1]1([N:7]=[C:8]([C:9]#[CH:10])[S:11][CH2:12][CH:13]2[CH2:14][CH2:15][CH2:16][CH2:17][CH2:18]2)[cH:2][cH:3][cH:4][cH:5][cH:6]1>>[c:1]1([N:7]=[C:8]([CH:9]=[CH:10][S:26][c:23]2[cH:22][cH:21][c:20]([F:19])[cH:25][cH:24]2)[S:11][CH2:12][CH:13]2[CH2:14][CH2:15][CH2:16][CH2:17][CH2:18]2)[cH:2][cH:3][cH:4][cH:5][cH:6]1. Reactants: O (water), O (water), ( A ), O (water), O (water), O (water), O (water), O (water), NCCNCCN (diethylenetriamine), C(CCCCC(=O)O)(=O)O (adipic acid), O (water), O (water), O (water). Conditions: temperature 150 celsius, time 20 hour. The product is COC1=CC=C(O)C=C1 (hydroquinone methyl ether), C(C(=C)C)(=O)O (methacrylic acid). As a reaction SMILES: N[CH2:2]CNCCN.[C:8](O)(=O)[CH2:9][CH2:10][CH2:11][CH2:12][C:13]([OH:15])=[O:14].[OH2:18]>>[CH3:2][O:18][C:10]1[CH:9]=[CH:8][C:13]([OH:15])=[CH:12][CH:11]=1.[C:13]([OH:15])(=[O:14])[C:12]([CH3:2])=[CH2:11]. Procedure details: A cylindrical reaction vessel equipped with a thermometer, stirrer, water separator and cooling pipe (condenser) was charged with 6,000 parts of diethylenetriamine, 7,309 parts of adipic acid, and the mixture was stirred and blended in a nitrogen atmosphere. The cock portion of the water separator was charged with 2 parts of methoquinone as an antigelling agent. The reaction vessel had an outside diameter of 30 cm (heated on an oil bath), a height of 50 cm and a capacity (A) of 0.03 m3 and had a...